describe an organic reaction: reactants, conditions, products, and yield From a dataset of the Open Reaction Database (ORD), a public repository of structured organic reaction records. Reactants: C(#N)C1=CC=C(C=C1)C1N=C(N(C(=C1C(=O)OCC)C)C1=CC(=CC=C1)C(F)(F)F)SC (Ethyl 4-(4-cyanophenyl)-6-methyl-2-(methylsulfanyl)-1-[3-(trifluoromethyl)phenyl]-1,4-dihydro-5-pyrimidinecarboxylate), C[O-].[Na+] (sodium methoxide). Run in CO (methanol). Yields the product C(#N)C1=CC=C(C=C1)C1N=C(N(C(=C1C(=O)OC)C)C1=CC(=CC=C1)C(F)(F)F)SC (Methyl 4-(4-cyanophenyl)-6-methyl-2-(methylsulfanyl)-1-[3-(trifluoromethyl)-phenyl]-1,4-dihydro-5-pyrimidinecarboxylate). As a reaction SMILES: [C:1]([C:3]1[CH:8]=[CH:7][C:6]([CH:9]2[C:14]([C:15]([O:17][CH2:18]C)=[O:16])=[C:13]([CH3:20])[N:12]([C:21]3[CH:26]=[CH:25][CH:24]=[C:23]([C:27]([F:30])([F:29])[F:28])[CH:22]=3)[C:11]([S:31][CH3:32])=[N:10]2)=[CH:5][CH:4]=1)#[N:2].C[O-].[Na+]>CO>[C:1]([C:3]1[CH:4]=[CH:5][C:6]([CH:9]2[C:14]([C:15]([O:17][CH3:18])=[O:16])=[C:13]([CH3:20])[N:12]([C:21]3[CH:26]=[CH:25][CH:24]=[C:23]([C:27]([F:30])([F:29])[F:28])[CH:22]=3)[C:11]([S:31][CH3:32])=[N:10]2)=[CH:7][CH:8]=1)#[N:2] |f:1.2|. Reported procedure: Ethyl 4-(4-cyanophenyl)-6-methyl-2-(methylsulfanyl)-1-[3-(trifluoromethyl)phenyl]-1,4-dihydro-5-pyrimidinecarboxylate (example 7; 100 mg, 0.22 mmol) and sodium methoxide (117.6 mg, 2.18 mmol) are dissolved in 5 ml methanol and stirred at reflux temperature for 3 h. The reaction is quenched with 10 ml of water and the aqueous phase is extracted with 10 ml methylene chloride (2×). After drying with sodium sulfate, the solvent is removed in vacuo and the product is purified by column chromatography... Starting materials: COC(=O)CBr, O=C([O-])[O-], [K+], [K+], CN(C)C=O, O, OCCN1CCCCc2c(O)cccc21. Yields the product COC(=O)COc1cccc2c1CCCCN2CCO. Reaction SMILES: [Br:22][CH2:23][C:24](=[O:25])[O:26][CH3:27].[C:16](=[O:17])([O-:18])[O-:19].[K+:20].[K+:21].[O:29]=[CH:30][N:31]([CH3:32])[CH3:33].[OH2:28].[OH:1][CH2:2][CH2:3][N:4]1[CH2:5][CH2:6][CH2:7][CH2:8][c:9]2[c:10]1[cH:11][cH:12][cH:13][c:14]2[OH:15]>>[OH:1][CH2:2][CH2:3][N:4]1[CH2:5][CH2:6][CH2:7][CH2:8][c:9]2[c:10]1[cH:11][cH:12][cH:13][c:14]2[O:15][CH2:23][C:24](=[O:25])[O:26][CH3:27]. The reactants are CN1C(N(C(C=C1N1CCN(CC1)CCCOC1=CC=C(C=C1)[N+](=O)[O-])=O)C)=O (1,3-dimethyl-6-[4-(3-[4-nitrophenoxy]propyl)piperazin-1-yl]-2,4(1H,3H)-pyrimidinedione), CN1C(N(C(C=C1N1CCN(CC1)CCCOC1=CC=C(C=C1)[N+](=O)[O-])=O)C)=O (1,3-dimethyl-6-[4-(3-[4-nitrophenoxy]propyl)piperazin-1-yl]-2,4(1H,3H)-pyrimidinedione). Reagents/catalysts: [Pd] (Pd). The solvent is CO (methanol). Run at time 30 minute. The product is NC1=CC=C(OCCCN2CCN(CC2)C2=CC(N(C(N2C)=O)C)=O)C=C1 (6-[4-(3-[4-aminophenoxy)propyl)piperazin-1-yl]-1,3-dimethyl-2,4(1H,3H)-pyrimidinedione). Isolated yield 83.2%. As a reaction SMILES: [CH3:1][N:2]1[C:7]([N:8]2[CH2:13][CH2:12][N:11]([CH2:14][CH2:15][CH2:16][O:17][C:18]3[CH:23]=[CH:22][C:21]([N+:24]([O-])=O)=[CH:20][CH:19]=3)[CH2:10][CH2:9]2)=[CH:6][C:5](=[O:27])[N:4]([CH3:28])[C:3]1=[O:29]>CO.[Pd]>[NH2:24][C:21]1[CH:22]=[CH:23][C:18]([O:17][CH2:16][CH2:15][CH2:14][N:11]2[CH2:10][CH2:9][N:8]([C:7]3[N:2]([CH3:1])[C:3](=[O:29])[N:4]([CH3:28])[C:5](=[O:27])[CH:6]=3)[CH2:13][CH2:12]2)=[CH:19][CH:20]=1. Procedure details: 2 g of 1,3-dimethyl-6-[4-(3-[4-nitrophenoxy)propyl)piperazin-1-yl]-2,4(1H,3H)-pyrimidinedione (Compound f) obtained in Reference Example 4 was suspended in 300 ml of methanol and 500 mg of 10% Pd/c solution was added to the suspension, and hydrogenation was then carried out at ordinary pressure for 30 minutes. The catalyst was removed by filtration, and the solvent was distilled off, thereby obtaining 1.54 g of 6-[4-(3-[4-aminophenoxy)propyl)piperazin-1-yl]-1,3-dimethyl-2,4(1H,3H)-pyrimidinedion... The reactants are CC1C(=NNC(C1)=O)C1=CC2=C(N=C(O2)C2=CC=C(C#N)C=C2)C=C1 (4-[6-(4-methyl-6-oxo-1,4,5,6-tetrahydro-pyridazin-3-yl)-benzoxazol-2-yl]-benzonitrile), [H][H] (hydrogen), Cl (hydrochloric acid). The reagents and catalysts are [Ni] (Raney nickel). Solvent: N (ammonia). Product: NCC1=CC=C(C=C1)C=1OC2=C(N1)C=CC(=C2)C=2C(CC(NN2)=O)C (6-[2-(4-aminomethyl-phenyl)-benzoxazol-6-yl]-5-methyl-4,5-dihydro-2H-pyridazin-3-one). RXN SMILES: [CH3:1][CH:2]1[CH2:7][C:6](=[O:8])[NH:5][N:4]=[C:3]1[C:9]1[CH:25]=[CH:24][C:12]2[N:13]=[C:14]([C:16]3[CH:23]=[CH:22][C:19]([C:20]#[N:21])=[CH:18][CH:17]=3)[O:15][C:11]=2[CH:10]=1.[H][H].Cl>[Ni].N>[NH2:21][CH2:20][C:19]1[CH:22]=[CH:23][C:16]([C:14]2[O:15][C:11]3[CH:10]=[C:9]([C:3]4[CH:2]([CH3:1])[CH2:7][C:6](=[O:8])[NH:5][N:4]=4)[CH:25]=[CH:24][C:12]=3[N:13]=2)=[CH:17][CH:18]=1. Procedure: 100 mg (303 μmol) 4-[6-(4-methyl-6-oxo-1,4,5,6-tetrahydro-pyridazin-3-yl)-benzoxazol-2-yl]-benzonitrile, 10 mg Raney nickel and 20 ml of methanolic ammonia are hydrogenated at RT and 3.45 bar hydrogen pressure for 4 h. Then the mixture is neutralised with conc. hydrochloric acid and the solv. is eliminated from the reaction mixture by rotary evaporation in vacuo. The residue is purified by RP-HPLC. Product: O=C(O)C1(c2cccs2)CCC2(CC1)OCCO2. Reactants: N#CC1(c2cccs2)CCC2(CC1)OCCO2, Cl, [K+], [OH-], O, OCCO. As a reaction SMILES: [C:3](#[N:4])[C:5]1([c:15]2[s:16][cH:17][cH:18][cH:19]2)[CH2:6][CH2:7][C:8]2([O:9][CH2:10][CH2:11][O:12]2)[CH2:13][CH2:14]1.[ClH:21].[K+:2].[OH-:1].[OH2:20].[OH:22][CH2:23][CH2:24][OH:25]>>[O:1]=[C:3]([C:5]1([c:15]2[s:16][cH:17][cH:18][cH:19]2)[CH2:6][CH2:7][C:8]2([O:9][CH2:10][CH2:11][O:12]2)[CH2:13][CH2:14]1)[OH:20]. The reactants are NC[C@@H]1CC[C@H](CC1)C(=O)O (Trans-4-Aminomethyl cyclohexane carboxylic acid), O.C1(=CC=C(C=C1)S(=O)(=O)O)C (para-toluene sulphonic acid monohydrate), CCOCC (ether), O.C=1(C(=CC=CC1)S(=O)(=O)O)C (toluene sulphonic acid monohydrate). Solvent: C(C1=CC=CC=C1)O (benzyl alcohol), C1(=CC=CC=C1)C (toluene). The product is C(C1=CC=CC=C1)OC(=O)[C@@H]1CC[C@H](CC1)CN (O-Benzyl trans-4-(Aminomethyl)cyclohexane carboxylic acid). The yield is 145.2%. As a reaction SMILES: [NH2:1][CH2:2][C@H:3]1[CH2:8][CH2:7][C@H:6]([C:9]([OH:11])=[O:10])[CH2:5][CH2:4]1.O.[C:13]1([CH3:23])[CH:18]=[CH:17][C:16](S(O)(=O)=O)=[CH:15][CH:14]=1.O.C1(C)C(S(O)(=O)=O)=CC=CC=1.CCOCC>C(O)C1C=CC=CC=1.C1(C)C=CC=CC=1>[CH2:23]([O:10][C:9]([C@H:6]1[CH2:5][CH2:4][C@H:3]([CH2:2][NH2:1])[CH2:8][CH2:7]1)=[O:11])[C:13]1[CH:18]=[CH:17][CH:16]=[CH:15][CH:14]=1 |f:1.2,3.4|. Procedure: Trans-4-Aminomethyl cyclohexane carboxylic acid (25 g; 160 mmol) in benzyl alcohol (100 cm3) and toluene (50 cm3) with para-toluene sulphonic acid monohydrate (30.2 g; 1 equivalent) was refluxed for 171/2 hours using a Dean and Stark apparatus to collect the water of condensation and from the toluene sulphonic acid monohydrate. The clear reaction mixture was poured into ether (600 cm3) and the resultant white solid filtered off, washed with ether and dried to afford 57 g (85%) of the title compo... Reactants: O=C1CCC(=O)N1Br, N#Cc1cncc(N2CC3CN(C(=O)OCc4ccccc4)CC32)c1, CC#N. The product is N#Cc1cc(N2CC3CN(C(=O)OCc4ccccc4)CC32)cnc1Br. RXN SMILES: [Br:26][N:27]1[C:28](=[O:29])[CH2:30][CH2:31][C:32]1=[O:33].[C:1](#[N:2])[c:3]1[cH:4][c:5]([N:9]2[CH:10]3[CH2:11][N:12]([C:16](=[O:17])[O:18][CH2:19][c:20]4[cH:21][cH:22][cH:23][cH:24][cH:25]4)[CH2:13][CH:14]3[CH2:15]2)[cH:6][n:7][cH:8]1.[CH3:34][C:35]#[N:36]>>[C:1](#[N:2])[c:3]1[cH:4][c:5]([N:9]2[CH:10]3[CH2:11][N:12]([C:16](=[O:17])[O:18][CH2:19][c:20]4[cH:21][cH:22][cH:23][cH:24][cH:25]4)[CH2:13][CH:14]3[CH2:15]2)[cH:6][n:7][c:8]1[Br:26]. Reactants: [OH-].[Na+] (sodium hydroxide), solution, C(C)(=O)N1CC2=C(CC1)N=C(S2)NC(=N)N (5-Acetyl-2-guanidino-4,5,6,7-tetrahydrothiazolo-[5,4-c]pyridine). Run in C(C)O (ethanol). The product is N(C(=N)N)C=1SC=2CNCCC2N1 (2-Guanidino-4,5,6,7-tetrahydrothiazolo[5,4-c]pyridine). Isolated yield 68.0%. Reaction SMILES: C([N:4]1[CH2:9][CH2:8][C:7]2[N:10]=[C:11]([NH:13][C:14]([NH2:16])=[NH:15])[S:12][C:6]=2[CH2:5]1)(=O)C.[OH-].[Na+]>C(O)C>[NH:13]([C:11]1[S:12][C:6]2[CH2:5][NH:4][CH2:9][CH2:8][C:7]=2[N:10]=1)[C:14]([NH2:16])=[NH:15] |f:1.2|. Reported procedure: 5-Acetyl-2-guanidino-4,5,6,7-tetrahydrothiazolo-[5,4-c]pyridine (232.4 mg, 0.971 mmol) was mixed with ethanol (7 ml) and treated with an aqueous solution of sodium hydroxide (1.98 ml of a 1.46M solution, 2.9 mmol). The reaction mixture was heated to 81° for 72 hours, then concentrated in vacuo; the residue was purified by column chromatography (eluant: 89:10:1 of chloroform:methanol: concentrated ammonium hydroxide) to provide the title product as an oil (129.9 mg, 0.66 mmol, 68% yield). Reactants: [I-].[K+] (potassium iodide), C(CCC)OC(C=CC1=CC=C(C=C1)O)=O (p-hydroxy cinnamic acid n-butylester), C(C(C)=C)Cl (methallyl chloride), [C].[K] (potassium carbon). Reaction SMILES: [C].[K].[I-].[K+].[CH2:5]([O:9][C:10](=[O:20])[CH:11]=[CH:12][C:13]1[CH:18]=[CH:17][C:16]([OH:19])=[CH:15][CH:14]=1)[CH2:6][CH2:7][CH3:8].[CH2:21](Cl)[C:22](=[CH2:24])[CH3:23]>CN(C)C=O>[CH2:5]([O:9][C:10](=[O:20])[CH:11]=[CH:12][C:13]1[CH:18]=[CH:17][C:16]([O:19][CH2:23][C:22]([CH3:24])=[CH2:21])=[CH:15][CH:14]=1)[CH2:6][CH2:7][CH3:8] |f:0.1,2.3,^1:1|. Run in CN(C=O)C (N,N-dimethyl formamide). Procedure: 121 g (0.88M) of finely powdered potassium carbon are are introduced into 400 ml N,N-dimethyl formamide. With stirring 1 g of potassium iodide, 176 g (0.8M) of p-hydroxy cinnamic acid n-butylester (see above) and 85 ml (0.87M) of methallyl chloride are added. Under a blanket of nitrogen and with stirring the mixture is heated up to 70° C. and kept at that temperature until the starting material is consumed (about 21 hours). The mixture is cooled to room temperature and 500 ml of water are added.... Yields the product C(CCC)OC(C=CC1=CC=C(C=C1)OCC(=C)C)=O (3-[4-(2-Methyl-2-Propenyl)Oxy-Phenyl]-2-Propenoic Acid n-Butyl Ester). Conditions: temperature 70 celsius.